This data is from the Open Reaction Database (ORD), a public repository of structured organic reaction records. The task is: describe an organic reaction: reactants, conditions, products, and yield Reactants: COC(=O)C1(CC1)O (1-Hydroxy-cyclopropanecarboxylic acid methyl ester), O1CCCC1 (tetrahydrofuran), [H-].[Na+] (Sodium hydride). Reaction conditions: temperature 0 celsius, time 18 hour. The product is COC(=O)C1(CC1)OC (1-Methoxy-cyclopropanecarboxylic acid methyl ester). Reaction SMILES: [CH3:1][O:2][C:3]([C:5]1([OH:8])[CH2:7][CH2:6]1)=[O:4].[H-].[Na+].O1CCC[CH2:12]1>>[CH3:1][O:2][C:3]([C:5]1([O:8][CH3:12])[CH2:7][CH2:6]1)=[O:4] |f:1.2|. Reported procedure: 1-Hydroxy-cyclopropanecarboxylic acid methyl ester (1.1 6 gm, 10 mmol) was dissolved in 10 ml of tetrahydrofuran and cooled under a nitrogen atmosphere to 0° C. Sodium hydride (0.52 gm, 60% oil dispersion) was added portionwise followed by lodomethane (1 ml) and stirred for 18 hrs. The reaction mixture was quenched with ammonium chloride and extracted with ethylacetate to obtain 2 gm of title product. (MH+=130) Starting materials: N1CCOCC1 (Morpholine), [B-](F)(F)(F)F.CN(C)C(=[N+](C)C)ON1C(=O)CCC1=O (TSTU), FC=1C=C(C=C(C1)F)N1[C@@H](CCC1)C=1C=C(C=C2C(C=C(OC12)N1CCOCC1)=O)C(=O)O (8-[(2S)-(1-(3,5-difluorophenyl)pyrrolidin-2-yl)]-2-morpholino-4-oxo-4H-chromene-6-carboxylic acid), CCN(C(C)C)C(C)C (DIPEA). Conditions: time 1.5 hour. Product: FC=1C=C(C=C(C1)F)N1[C@@H](CCC1)C=1C=C(C=C2C(C=C(OC12)N1CCOCC1)=O)C(=O)N1CCOCC1 (8-[(2S)-1-(3,5-difluorophenyl)pyrrolidin-2-yl]-6-(morpholine-4-carbonyl)-2-morpholino-4H-chromen-4-one). The yield is 57.0%. RXN SMILES: [B-](F)(F)(F)F.CN(C(ON1C(=O)CCC1=O)=[N+](C)C)C.[F:21][C:22]1[CH:23]=[C:24]([N:29]2[CH2:33][CH2:32][CH2:31][C@H:30]2[C:34]2[CH:35]=[C:36]([C:51]([OH:53])=O)[CH:37]=[C:38]3[C:43]=2[O:42][C:41]([N:44]2[CH2:49][CH2:48][O:47][CH2:46][CH2:45]2)=[CH:40][C:39]3=[O:50])[CH:25]=[C:26]([F:28])[CH:27]=1.CCN(C(C)C)C(C)C.[NH:63]1[CH2:68][CH2:67][O:66][CH2:65][CH2:64]1>>[F:28][C:26]1[CH:25]=[C:24]([N:29]2[CH2:33][CH2:32][CH2:31][C@H:30]2[C:34]2[CH:35]=[C:36]([C:51]([N:63]3[CH2:68][CH2:67][O:66][CH2:65][CH2:64]3)=[O:53])[CH:37]=[C:38]3[C:43]=2[O:42][C:41]([N:44]2[CH2:45][CH2:46][O:47][CH2:48][CH2:49]2)=[CH:40][C:39]3=[O:50])[CH:23]=[C:22]([F:21])[CH:27]=1 |f:0.1|. Reported procedure: TSTU (75.0 mg, 0.23 mmol) was added in one portion to a stirred solution of 8-[(2S)-(1-(3,5-difluorophenyl)pyrrolidin-2-yl)]-2-morpholino-4-oxo-4H-chromene-6-carboxylic acid (102 mg, 0.21 mmol, >98% enantiomeric purity, made from the first eluting ester enantiomer from chiral separation of tert-butyl 2-(6-(methoxycarbonyl)-2-morpholino-4-oxo-4H-chromen-8-yl)pyrrolidine-1-carboxylate—see below) and DIPEA (0.041 mL, 0.23 mmol) at room temperature The resulting mixture was stirred at room temperatu... Reactants: [H-].[Na+] (sodium hydride), FC1=CC=C(C=C1)S (4-fluorothiophenol), ICCC1CCN(CC1)C(=O)OC(C)(C)C (4-(2-Iodoeth-1-yl)-1-tert-butoxycarbonylpiperidine). Run in CCOCC (ether), O1CCCC1 (tetrahydrofuran). Conditions: time 20 minute. The product is FC1=CC=C(C=C1)SCCC1CCN(CC1)C(=O)OC(C)(C)C (4-(2-(4-Fluorophenylthio)eth-1-yl)-1-tert-butoxycarbonylpiperidine). The yield is 95.2%. As a reaction SMILES: [H-].[Na+].[F:3][C:4]1[CH:9]=[CH:8][C:7]([SH:10])=[CH:6][CH:5]=1.I[CH2:12][CH2:13][CH:14]1[CH2:19][CH2:18][N:17]([C:20]([O:22][C:23]([CH3:26])([CH3:25])[CH3:24])=[O:21])[CH2:16][CH2:15]1>O1CCCC1.CCOCC>[F:3][C:4]1[CH:9]=[CH:8][C:7]([S:10][CH2:12][CH2:13][CH:14]2[CH2:15][CH2:16][N:17]([C:20]([O:22][C:23]([CH3:24])([CH3:26])[CH3:25])=[O:21])[CH2:18][CH2:19]2)=[CH:6][CH:5]=1 |f:0.1|. Procedure: To a slurry of sodium hydride (47 mg, 60% in mineral oil, 1.2 mmol) in tetrahydrofuran at 0° C. was added 4-fluorothiophenol (0.1 mL, 0.94 mmol). The reaction mixture was warmed to rt. for 20 min, followed by addition of 4-(2-iodoeth-1-yl)-1-tert-butoxycarbonylpiperidine (265 mg, 0.78 mmol, from Step C). The reaction was then heated to reflux for 10 min, cooled and diluted with ether. The organic layer was washed with 1 N NaOH, dried over magnesium sulfate and concentrated to provide 252 mg (95%... The reactants are C(C1=CC=CC=C1)NC=1C=C(C(=O)O)C=C(C1C1=CC=CC=C1)S(=O)(=O)Cl (3-benzylamino-5-chlorosulfonyl-4-phenylbenzoic acid), ClS(=O)(=O)C=1C(=C(C=C(C(=O)O)C1)OCC#C)C1=CC=CC=C1 (5-chlorosulfonyl-4-phenyl-3-propargyloxybenzoic acid). Yields the product C1(=CC=CC=C1)C1=C(C=C(C(=O)O)C=C1S(N)(=O)=O)OCC#C (4-phenyl-3-propargyloxy-5-sulfamylbenzoic acid). Reaction SMILES: C([NH:8]C1C=C(C=C(S(Cl)(=O)=O)C=1C1C=CC=CC=1)C(O)=O)C1C=CC=CC=1.Cl[S:29]([C:32]1[C:33]([C:45]2[CH:50]=[CH:49][CH:48]=[CH:47][CH:46]=2)=[C:34]([O:41][CH2:42][C:43]#[CH:44])[CH:35]=[C:36]([CH:40]=1)[C:37]([OH:39])=[O:38])(=[O:31])=[O:30]>>[C:45]1([C:33]2[C:32]([S:29](=[O:31])(=[O:30])[NH2:8])=[CH:40][C:36]([C:37]([OH:39])=[O:38])=[CH:35][C:34]=2[O:41][CH2:42][C:43]#[CH:44])[CH:50]=[CH:49][CH:48]=[CH:47][CH:46]=1. Procedure details: By replacing in Example 1, step G, 3-benzylamino-5-chlorosulfonyl-4-phenylbenzoic acid with 5-chlorosulfonyl-4-phenyl-3-propargyloxybenzoic acid, and following the procedure described, 4-phenyl-3-propargyloxy-5-sulfamylbenzoic acid is obtained with a melting point of 154°-155° C. Starting materials: N#C[Ag], COC(=O)NC(C(=O)Cl)C(C)C, ClCCl, CCOC(=O)C1CCC2(CCOCC2)N1. Yields the product CCOC(=O)C1CCC2(CCOCC2)N1C(=O)C(NC(=O)OC)C(C)C. RXN SMILES: [Ag:31][C:32]#[N:33].[CH3:16][O:17][C:18](=[O:19])[NH:20][CH:21]([CH:22]([CH3:23])[CH3:24])[C:25](=[O:26])[Cl:27].[Cl:28][CH2:29][Cl:30].[NH:1]1[CH:2]([C:11](=[O:12])[O:13][CH2:14][CH3:15])[CH2:3][CH2:4][C:5]12[CH2:6][CH2:7][O:8][CH2:9][CH2:10]2>>[N:1]1([C:25]([CH:21]([NH:20][C:18]([O:17][CH3:16])=[O:19])[CH:22]([CH3:23])[CH3:24])=[O:26])[CH:2]([C:11](=[O:12])[O:13][CH2:14][CH3:15])[CH2:3][CH2:4][C:5]12[CH2:6][CH2:7][O:8][CH2:9][CH2:10]2. Reactants: CCCCC(CC)C(=O)[O-], C=CCOC(=O)C(Cc1ccccc1)c1ccc2ccn(Cc3ccccc3)c2c1, ClCCl, Cl, [Na+], c1ccc(P(c2ccccc2)c2ccccc2)cc1. The product is O=C(O)C(Cc1ccccc1)c1ccc2ccn(Cc3ccccc3)c2c1. RXN SMILES: [CH2:20]([CH:21]([CH2:22][CH2:23][CH2:24][CH3:25])[C:26]([O-:27])=[O:28])[CH3:29].[CH2:31]([c:32]1[cH:33][cH:34][cH:35][cH:36][cH:37]1)[CH:38]([C:39](=[O:40])[O:41][CH2:42][CH:43]=[CH2:44])[c:45]1[cH:46][cH:47][c:48]2[cH:49][cH:50][n:51]([CH2:54][c:55]3[cH:56][cH:57][cH:58][cH:59][cH:60]3)[c:52]2[cH:53]1.[CH2:62]([Cl:63])[Cl:64].[ClH:61].[Na+:30].[c:1]1([P:2]([c:3]2[cH:4][cH:5][cH:6][cH:7][cH:8]2)[c:9]2[cH:10][cH:11][cH:12][cH:13][cH:14]2)[cH:15][cH:16][cH:17][cH:18][cH:19]1>>[CH2:31]([c:32]1[cH:33][cH:34][cH:35][cH:36][cH:37]1)[CH:38]([C:39](=[O:40])[OH:41])[c:45]1[cH:46][cH:47][c:48]2[cH:49][cH:50][n:51]([CH2:54][c:55]3[cH:56][cH:57][cH:58][cH:59][cH:60]3)[c:52]2[cH:53]1. The reactants are COC(=O)C(=O)c1ccc(O)cc1, CN(C)C=O, ClCC=Cc1ccccc1, [H-], [Na+]. Product: COC(=O)C(=O)c1ccc(OCC=Cc2ccccc2)cc1. As a reaction SMILES: [CH3:1][O:2][C:3]([C:4]([c:5]1[cH:6][cH:7][c:8]([OH:11])[cH:9][cH:10]1)=[O:12])=[O:13].[CH3:26][N:27]([CH3:28])[CH:29]=[O:30].[Cl:16][CH2:17][CH:18]=[CH:19][c:20]1[cH:21][cH:22][cH:23][cH:24][cH:25]1.[H-:14].[Na+:15]>>[CH3:1][O:2][C:3]([C:4]([c:5]1[cH:6][cH:7][c:8]([O:11][CH2:17][CH:18]=[CH:19][c:20]2[cH:21][cH:22][cH:23][cH:24][cH:25]2)[cH:9][cH:10]1)=[O:12])=[O:13].